This data is from the Open Reaction Database (ORD), a public repository of structured organic reaction records. The task is: describe an organic reaction: reactants, conditions, products, and yield Product: CON(C)C(=O)C1CCC2(CC1)OCCO2. Reactants: C1CCOC1, CNOC, CC(C)[Mg+], [Cl-], Cl, CCOC(=O)C1CCC2(CC1)OCCO2, O. RXN SMILES: [CH2:27]1[O:28][CH2:29][CH2:30][CH2:31]1.[CH3:17][NH:18][O:19][CH3:20].[CH:22]([Mg+:23])([CH3:24])[CH3:25].[Cl-:21].[ClH:16].[O:1]1[CH2:2][CH2:3][O:4][C:5]12[CH2:6][CH2:7][CH:8]([C:11]([O:13][CH2:12][CH3:14])=[O:15])[CH2:9][CH2:10]2.[OH2:26]>>[O:1]1[CH2:2][CH2:3][O:4][C:5]12[CH2:6][CH2:7][CH:8]([C:11](=[O:13])[N:18]([CH3:17])[O:19][CH3:20])[CH2:9][CH2:10]2. The reactants are BrC=1C(=NC=C(C1)C(NC1=CC=C(C=C1)OC(F)(F)F)=O)N1C[C@@H](CC1)CNC(OC(C)(C)C)=O ((S)-tert-butyl ((1-(3-bromo-5-((4-(trifluoromethoxy)phenyl)carbamoyl)pyridin-2-yl)pyrrolidin-3-yl)methyl)carbamate), COC1=CC=C(C=N1)B(O)O ((6-methoxypyridin-3-yl)boronic acid). Yields the product NC[C@H]1CN(CC1)C1=NC=C(C=C1C=1C=NC(=CC1)OC)C(=O)NC1=CC=C(C=C1)OC(F)(F)F ((S)-2-(3-(Aminomethyl)pyrrolidin-1-yl)-6′-methoxy-N-(4-(trifluoromethoxy)phenyl)-[3,3′-bipyridine]-5-carboxamide). Reaction SMILES: Br[C:2]1[C:3]([N:22]2[CH2:26][CH2:25][C@@H:24]([CH2:27][NH:28]C(=O)OC(C)(C)C)[CH2:23]2)=[N:4][CH:5]=[C:6]([C:8](=[O:21])[NH:9][C:10]2[CH:15]=[CH:14][C:13]([O:16][C:17]([F:20])([F:19])[F:18])=[CH:12][CH:11]=2)[CH:7]=1.[CH3:36][O:37][C:38]1[N:43]=[CH:42][C:41](B(O)O)=[CH:40][CH:39]=1>>[NH2:28][CH2:27][C@@H:24]1[CH2:25][CH2:26][N:22]([C:3]2[C:2]([C:41]3[CH:42]=[N:43][C:38]([O:37][CH3:36])=[CH:39][CH:40]=3)=[CH:7][C:6]([C:8]([NH:9][C:10]3[CH:15]=[CH:14][C:13]([O:16][C:17]([F:19])([F:20])[F:18])=[CH:12][CH:11]=3)=[O:21])=[CH:5][N:4]=2)[CH2:23]1. Reported procedure: The title compound was prepared in an analogous fashion to that described in Example 93 using (S)-tert-butyl ((1-(3-bromo-5-((4-(trifluoromethoxy)phenyl)carbamoyl)pyridin-2-yl)pyrrolidin-3-yl)methyl)carbamate (Stage 108.1) and (6-methoxypyridin-3-yl)boronic acid. LC-MS (Condition 6) tR=0.92 min, m/z=488.0 [M+H]+. Reactants: CN1CC[C@]23C4=C5C=CC(=C4O[C@H]2C(=O)CC[C@]3([C@H]1C5)O)OC (Oxycodone), O (water), Cl.C(C)O (ethanol-HCl), CN1CC[C@]23C4=C5C=CC(=C4O[C@H]2C(=O)CC[C@]3([C@H]1C5)O)OC (oxycodone). Solvent: C(C)O (ethanol). Reaction conditions: temperature 60 celsius. Product: CN1CC[C@]23C4=C5C=CC(=C4O[C@H]2C(=O)CC[C@]3([C@H]1C5)O)OC.Cl (Oxycodone HCl). Reaction SMILES: [CH3:1][N:2]1[C@@H:19]2[CH2:20][C:7]3[CH:8]=[CH:9][C:10]([O:22][CH3:23])=[C:11]4[O:12][C@H:13]5[C:14]([CH2:16][CH2:17][C@:18]2([OH:21])[C@:5]5([C:6]=34)[CH2:4][CH2:3]1)=[O:15].O.[ClH:25].C(O)C>C(O)C>[CH3:1][N:2]1[C@@H:19]2[CH2:20][C:7]3[CH:8]=[CH:9][C:10]([O:22][CH3:23])=[C:11]4[O:12][C@H:13]5[C:14]([CH2:16][CH2:17][C@:18]2([OH:21])[C@:5]5([C:6]=34)[CH2:4][CH2:3]1)=[O:15].[ClH:25] |f:2.3,5.6|. Procedure details: Oxycodone base was charged to water (0.63 g per gram of oxycodone base) and ethanol (2.1 g per gram of oxycodone base). The resulting slurry was heated to 60° C. and a 1:1 (v/v) of ethanol-HCl (0.5-0.6 g per gram) of oxycodone base) was added to adjust the pH of the mixture to 2-5, resulting in a solution. The resulting solution was then cooled to ambient (solid precipitated at 40-46° C.) and then to 0-5° C. and filtered. The cake was washed twice with ethanol (1 g oxycodone HCl/1 g EtOH) and th... The reactants are ClC1=CC=C(OC2CN(C2)CC[C@@H](CO)NC(=O)NC=2SC(=NN2)CC)C=C1 (1-{(S)-3-[3-(4-chloro-phenoxy)-azetidin-1-yl]-1-hydroxymethyl-propyl}-3-(5-ethyl-[1,3,4]-thiadiazol-2-yl)-urea), Cl.N[C@H](CO)CCN1CC(C1)OC1=CC=CC=C1 ((S)-2-amino-4-[3-phenoxy-azetidin-1-yl]-butan-1-ol hydrochloride). Product: O(C1=CC=CC=C1)C1CN(C1)CC[C@@H](CO)NC(=O)NC=1SC(=NN1)CC (1-{(S)-3-[3-phenoxy-azetidin-1-yl]-1-hydroxymethyl-propyl}-3-(5-ethyl-[1,3,4]thiadiazol-2-yl)-urea). RXN SMILES: Cl[C:2]1[CH:28]=[CH:27][C:5]([O:6][CH:7]2[CH2:10][N:9]([CH2:11][CH2:12][C@H:13]([NH:16][C:17]([NH:19][C:20]3[S:21][C:22]([CH2:25][CH3:26])=[N:23][N:24]=3)=[O:18])[CH2:14][OH:15])[CH2:8]2)=[CH:4][CH:3]=1.Cl.N[C@@H](CCN1CC(OC2C=CC=CC=2)C1)CO>>[O:6]([CH:7]1[CH2:10][N:9]([CH2:11][CH2:12][C@H:13]([NH:16][C:17]([NH:19][C:20]2[S:21][C:22]([CH2:25][CH3:26])=[N:23][N:24]=2)=[O:18])[CH2:14][OH:15])[CH2:8]1)[C:5]1[CH:27]=[CH:28][CH:2]=[CH:3][CH:4]=1 |f:1.2|. Procedure: This compound is prepared analogously to 1-{(S)-3-[3-(4-chloro-phenoxy)-azetidin-1-yl]-1-hydroxymethyl-propyl}-3-(5-ethyl-[1,3,4]-thiadiazol-2-yl)-urea in Example 99 except using (S)-2-amino-4-[3-phenoxy-azetidin-1-yl]-butan-1-ol hydrochloride in place of (S)-2-amino-4-[3-(4-chloro-phenoxy)-azetidin-1-yl]-butan-1-ol hydrochloride. Reactants: COC=1C=NC=C(C1)[Sn](CCCC)(CCCC)CCCC (3-methoxy-5-(tributylstannyl)pyridine), compound, NC1=C2C(=NC=N1)N(N=C2I)C(C)C=2OC(C1=CC=CC=C1C2C2=CC=CC=C2)=O (3-(1-(4-amino-3-iodo-1H-pyrazolo[3,4-d]pyrimidin-1-yl)ethyl)-4-phenyl-1H-isochromen-1-one). Reaction conditions: time 48 hour. Yields the product Phase B, NC1=C2C(=NC=N1)N(N=C2C=2C=NC=C(C2)O)C(C)C=2OC(C1=CC=CC=C1C2C2=CC=CC=C2)=O (3-(1-(4-amino-3-(5-hydroxypyridin-3-yl)-1H-pyrazolo[3,4-d]pyrimidin-1-yl)ethyl)-4-phenyl-1H-isochromen-1-one). Reaction SMILES: [NH2:1][C:2]1[N:7]=[CH:6][N:5]=[C:4]2[N:8]([CH:12]([C:14]3[O:15][C:16](=[O:30])[C:17]4[C:22]([C:23]=3[C:24]3[CH:29]=[CH:28][CH:27]=[CH:26][CH:25]=3)=[CH:21][CH:20]=[CH:19][CH:18]=4)[CH3:13])[N:9]=[C:10](I)[C:3]=12.C[O:32][C:33]1[CH:34]=[N:35][CH:36]=[C:37]([Sn](CCCC)(CCCC)CCCC)[CH:38]=1>>[NH2:1][C:2]1[N:7]=[CH:6][N:5]=[C:4]2[N:8]([CH:12]([C:14]3[O:15][C:16](=[O:30])[C:17]4[C:22]([C:23]=3[C:24]3[CH:29]=[CH:28][CH:27]=[CH:26][CH:25]=3)=[CH:21][CH:20]=[CH:19][CH:18]=4)[CH3:13])[N:9]=[C:10]([C:37]3[CH:36]=[N:35][CH:34]=[C:33]([OH:32])[CH:38]=3)[C:3]=12. Procedure: The title compound was made in a similar way as that of the compound of example 89 from of 3-(1-(4-amino-3-iodo-1H-pyrazolo[3,4-d]pyrimidin-1-yl)ethyl)-4-phenyl-1H-isochromen-1-one (intermediate D2a, 804 mg, 1.579 mmol) and 3-methoxy-5-(tributylstannyl)pyridine (1257 mg, 3.16 mmol) at 120° C. overnight. Solvent was removed, and product was purified by Biotage Si 25 g with a gradient of DCM and EtOH affording a as yellow pale solid (500 mg). This material was dissolved in dry DCM (10 mL), 1M BBr3... Starting materials: CCON, CC(=O)COc1c(Cl)cc(OCC=C(Cl)Cl)cc1Cl, Cl, Cl, c1ccncc1. The product is CCON=C(C)COc1c(Cl)cc(OCC=C(Cl)Cl)cc1Cl. As a reaction SMILES: [CH2:21]([CH3:22])[O:23][NH2:24].[Cl:1][c:2]1[c:3]([O:4][CH2:5][C:6]([CH3:7])=[O:8])[c:9]([Cl:19])[cH:10][c:11]([O:13][CH2:14][CH:15]=[C:16]([Cl:17])[Cl:18])[cH:12]1.[ClH:20].[ClH:25].[cH:26]1[cH:27][cH:28][n:29][cH:30][cH:31]1>>[Cl:1][c:2]1[c:3]([O:4][CH2:5][C:6]([CH3:7])=[N:24][O:23][CH2:21][CH3:22])[c:9]([Cl:19])[cH:10][c:11]([O:13][CH2:14][CH:15]=[C:16]([Cl:17])[Cl:18])[cH:12]1. Starting materials: ClC=1C=CC=2N(N1)C(=CN2)C(C)C=2C(=C1C=CC=NC1=CC2F)F ((rac)-6-[1-(6-chloro-imidazo[1,2-b]pyridazin-3-yl)-ethyl]-5,7-difluoro-quinoline), Cl.CC1NCC(NC1)=O (5-methylpiperazin-2-one hydrochloride salt), ClC=1C=CC=2N(N1)C(=CN2)C(C)C=2C(=C1C=CC=NC1=CC2F)F ((rac)-6-[1-(6-chloro-imidazo[1,2-b]pyridazin-3-yl)-ethyl]-5,7-difluoro-quinoline), [F-].[K+] (KF). The solvent is CN1CCCC1=O (NMP). Run at temperature 180 celsius, time 16 hour. The product is FC1=C2C=CC=NC2=CC(=C1C(C)C1=CN=C2N1N=C(C=C2)N2CC(NCC2C)=O)F ((rac)-4-{3-[1-(5,7-Difluoro-quinolin-6-yl)-ethyl]-imidazo[1,2-b]pyridazin-6-yl}-5-methylpiperazin-2-one). As a reaction SMILES: Cl[C:2]1[CH:3]=[CH:4][C:5]2[N:6]([C:8]([CH:11]([C:13]3[C:14]([F:24])=[C:15]4[C:20](=[CH:21][C:22]=3[F:23])[N:19]=[CH:18][CH:17]=[CH:16]4)[CH3:12])=[CH:9][N:10]=2)[N:7]=1.[F-].[K+].Cl.[CH3:28][CH:29]1[CH2:34][NH:33][C:32](=[O:35])[CH2:31][NH:30]1>CN1C(=O)CCC1>[F:24][C:14]1[C:13]([CH:11]([C:8]2[N:6]3[N:7]=[C:2]([N:30]4[CH:29]([CH3:28])[CH2:34][NH:33][C:32](=[O:35])[CH2:31]4)[CH:3]=[CH:4][C:5]3=[N:10][CH:9]=2)[CH3:12])=[C:22]([F:23])[CH:21]=[C:20]2[C:15]=1[CH:16]=[CH:17][CH:18]=[N:19]2 |f:1.2,3.4|. Procedure details: (rac)-6-[1-(6-Chloro-imidazo[1,2-b]pyridazin-3-yl)-ethyl]-5,7-difluoro-quinoline (Intermediate C, 50 mg, 0.145 mmol), KF (84 mg, 1.450 mmol), 5-methylpiperazin-2-one hydrochloride salt (65.5 mg, 0.435 mmol) were suspended in NMP (483 μL). The RM was stirred at 180° C. for 16 h. The mixture was purified by preparative UPLC with acetonitrile and water (+0.1% TFA) The fractions were collected and acetonitrile was removed. It was taken up with MeOH and passed through an SPE cartridge of PL-HCO3 MP f...